Dataset: the Open Reaction Database (ORD), a public repository of structured organic reaction records. Task: describe an organic reaction: reactants, conditions, products, and yield RXN SMILES: [CH3:22][N:23]([CH3:24])[CH:25]=[O:26].[Cl-:21].[Cl:1][c:2]1[n:3][c:4]([S:7][CH3:8])[n:5][s:6]1.[Cl:9][c:10]1[cH:11][cH:12][c:13]([CH2:14][OH:15])[cH:16][cH:17]1.[H-:18].[Na+:19].[Na+:20]>>[c:2]1([O:15][CH2:14][c:13]2[cH:12][cH:11][c:10]([Cl:9])[cH:17][cH:16]2)[n:3][c:4]([S:7][CH3:8])[n:5][s:6]1. Yields the product CSc1nsc(OCc2ccc(Cl)cc2)n1. Reactants: CN(C)C=O, [Cl-], CSc1nsc(Cl)n1, OCc1ccc(Cl)cc1, [H-], [Na+], [Na+]. Starting materials: CCOC(=O)C1(CI)CCN(C(=O)c2ccc(OC)cc2)C1, Oc1ccc(-c2ccc(F)cc2)cc1. The product is CCOC(=O)C1(COc2ccc(-c3ccc(F)cc3)cc2)CCN(C(=O)c2ccc(OC)cc2)C1. As a reaction SMILES: [CH2:15]([CH3:16])[O:17][C:18](=[O:19])[C:20]1([CH2:35][I:36])[CH2:21][N:22]([C:25]([c:26]2[cH:27][cH:28][c:29]([O:32][CH3:33])[cH:30][cH:31]2)=[O:34])[CH2:23][CH2:24]1.[F:1][c:2]1[cH:3][cH:4][c:5](-[c:8]2[cH:9][cH:10][c:11]([OH:14])[cH:12][cH:13]2)[cH:6][cH:7]1>>[F:1][c:2]1[cH:3][cH:4][c:5](-[c:8]2[cH:9][cH:10][c:11]([O:14][CH2:35][C:20]3([C:18]([O:17][CH2:15][CH3:16])=[O:19])[CH2:21][N:22]([C:25]([c:26]4[cH:27][cH:28][c:29]([O:32][CH3:33])[cH:30][cH:31]4)=[O:34])[CH2:23][CH2:24]3)[cH:12][cH:13]2)[cH:6][cH:7]1. Reactants: N=1N=NN2C1C=CC(=C2)[C@H]2OC2 ((R)-2-(tetrazolo[1,5-a]pyrid-6-yl)oxirane), 092 A2, COC=1C=C(C=CC1OC)C(CC1=CC=CC=C1)N (α-(3,4-dimethoxyphenyl) benzeneethanamine). Solvent: CO (methanol). Yields the product COC=1C=C(C=CC1OC)C(CC1=CC=CC=C1)NC[C@@H](C=1C=CC=2N(C1)N=NN2)O ((R)-N-[1-(3,4-dimethoxyphenyl)-2-phenylethyl]-2-hydroxy-2-(tetrazolo[1,5-a]pyrid-6-yl)-ethylamine). As a reaction SMILES: [N:1]1[N:2]=[N:3][N:4]2[CH:9]=[C:8]([C@@H:10]3[CH2:12][O:11]3)[CH:7]=[CH:6][C:5]=12.[CH3:13][O:14][C:15]1[CH:16]=[C:17]([CH:23]([NH2:31])[CH2:24][C:25]2[CH:30]=[CH:29][CH:28]=[CH:27][CH:26]=2)[CH:18]=[CH:19][C:20]=1[O:21][CH3:22]>CO>[CH3:13][O:14][C:15]1[CH:16]=[C:17]([CH:23]([NH:31][CH2:12][C@H:10]([OH:11])[C:8]2[CH:7]=[CH:6][C:5]3[N:4]([N:3]=[N:2][N:1]=3)[CH:9]=2)[CH2:24][C:25]2[CH:26]=[CH:27][CH:28]=[CH:29][CH:30]=2)[CH:18]=[CH:19][C:20]=1[O:21][CH3:22]. Procedure details: A solution of 0.178 g (1 mmol) of (R)-2-(tetrazolo[1,5-a]pyrid-6-yl)oxirane (see Fisher and Wyvratt, EP 0 318 092 A2 for the synthesis of this compound) and 0.518 g (2 mmol) of α-(3,4-dimethoxyphenyl) benzeneethanamine in dry methanol (10 mL) was heated at reflux in a gas tight vessel for 14 hours. The reaction mixture was concentrated and the residue was chromatographed on silica gel (5% methaol in methylene chloride) to give the product as a white solid: 1H NMR (500 MHz, CDCl3)δ 8.76 (d, 1H, J... Starting materials: C1(C=2C(C(N1C1C(N([C@H](SC1)C1=CC=CC=C1)CC(=O)OCC)=O)=O)=CC=CC2)=O ((R)-Dihydro-5-phthalimido-4-oxo-2-phenyl-2H-1,3-thiazine-3(4H)-acetic acid, ethyl ester), C[Si](C)(C)C(C)O (trimethylsilylethanol). Reagents/catalysts: [O-]CC.[Ti+4].[O-]CC.[O-]CC.[O-]CC (titanium (IV) ethoxide). The solvent is CCOCC (ether). Yields the product C1(C=2C(C(N1C1C(N([C@H](SC1)C1=CC=CC=C1)CC(=O)OCC[Si](C)(C)C)=O)=O)=CC=CC2)=O ((R)-dihydro-5-phthalimido-4-oxo-2-phenyl-2H-1,3-thiazine-3(4H)-acetic acid, trimethylsilylethyl ester). RXN SMILES: [C:1]1(=[O:30])[N:5]([CH:6]2[CH2:11][S:10][C@H:9]([C:12]3[CH:17]=[CH:16][CH:15]=[CH:14][CH:13]=3)[N:8]([CH2:18][C:19]([O:21][CH2:22][CH3:23])=[O:20])[C:7]2=[O:24])[C:4](=[O:25])[C:3]2=[CH:26][CH:27]=[CH:28][CH:29]=[C:2]12.[CH3:31][Si:32](C(O)C)([CH3:34])[CH3:33]>CCOCC.[O-]CC.[Ti+4].[O-]CC.[O-]CC.[O-]CC>[C:4]1(=[O:25])[N:5]([CH:6]2[CH2:11][S:10][C@H:9]([C:12]3[CH:13]=[CH:14][CH:15]=[CH:16][CH:17]=3)[N:8]([CH2:18][C:19]([O:21][CH2:22][CH2:23][Si:32]([CH3:34])([CH3:33])[CH3:31])=[O:20])[C:7]2=[O:24])[C:1](=[O:30])[C:2]2=[CH:29][CH:28]=[CH:27][CH:26]=[C:3]12 |f:3.4.5.6.7|. Procedure details: (R)-Dihydro-5-phthalimido-4-oxo-2-phenyl-2H-1,3-thiazine-3(4H)-acetic acid, ethyl ester is heated in trimethylsilylethanol in the presence of titanium (IV) ethoxide. Upon completion of the reaction, the reaction mixture is diluted with ether, washed with 1N hydrochloric acid, water, saturated aqueous sodium bicarbonate, and brine, dried (MgSO4), and concentrated in vacuo. The residue is purified chromatographically on silica gel to yield (R)-dihydro-5-phthalimido-4-oxo-2-phenyl-2H-1,3-thiazine-3... The reactants are product, FC1=C(C(=CC=C1)F)N1C(NCC2=C1N=C(N=C2C=2C=C(C=CC2C)NC(C2=CC(=C(C=C2)C)F)=O)S(=O)(=O)C)=O (N-{3-[8-(2,6-difluorophenyl)-2-(methylsulfonyl)-7-oxo-5,6,7,8tetrahydropyrimido[4,5-d]pyrimidin-4-yl]-4-methylphenyl}-3-fluoro-4-methylbenzamide), C(C)(C)O (iso-propanol), [H-].[Na+] (NaH), C(C)(C)O (iso-propanol). The solvent is CCOC(=O)C (EtOAc). Reaction conditions: temperature 80 celsius, time 10 minute. The product is FC1=C(C(=CC=C1)F)N1C(NCC2=C1N=C(N=C2C=2C=C(C=CC2C)NC(C2=CC(=C(C=C2)C)F)=O)OC(C)C)=O (N-(3-{8-(2,6-difluorophenyl)-2-[(1-methylethyl)oxy]-7-oxo-5,6,7,8-tetrahydropyrimido[4,5-d]pyrimidin-4-yl}-4-methylphenyl)-3-fluoro-4-methylbenzamide). As a reaction SMILES: [H-].[Na+].[F:3][C:4]1[CH:9]=[CH:8][CH:7]=[C:6]([F:10])[C:5]=1[N:11]1[C:16]2[N:17]=[C:18](S(C)(=O)=O)[N:19]=[C:20]([C:21]3[CH:22]=[C:23]([NH:28][C:29](=[O:38])[C:30]4[CH:35]=[CH:34][C:33]([CH3:36])=[C:32]([F:37])[CH:31]=4)[CH:24]=[CH:25][C:26]=3[CH3:27])[C:15]=2[CH2:14][NH:13][C:12]1=[O:43].[CH:44]([OH:47])([CH3:46])[CH3:45]>CCOC(C)=O>[F:3][C:4]1[CH:9]=[CH:8][CH:7]=[C:6]([F:10])[C:5]=1[N:11]1[C:16]2[N:17]=[C:18]([O:47][CH:44]([CH3:46])[CH3:45])[N:19]=[C:20]([C:21]3[CH:22]=[C:23]([NH:28][C:29](=[O:38])[C:30]4[CH:35]=[CH:34][C:33]([CH3:36])=[C:32]([F:37])[CH:31]=4)[CH:24]=[CH:25][C:26]=3[CH3:27])[C:15]=2[CH2:14][NH:13][C:12]1=[O:43] |f:0.1|. Procedure: Dry iso-propanol (2 mL) was treated with NaH (0.00612 g, 0.153 mmol, 60% in mineral oil) under argon and stirred for 10 min. The product of Example 23d, N-{3-[8-(2,6-difluorophenyl)-2-(methylsulfonyl)-7-oxo-5,6,7,8tetrahydropyrimido[4,5-d]pyrimidin-4-yl]-4-methylphenyl}-3-fluoro-4-methylbenzamide (0.070 g, 0.120 mmol) was added in iso-propanol (2 mL). The reaction was stirred under argon for 1 hour and then warmed to 80° C. for 3 hours. The reaction mixture was diluted with EtOAc and the organic...